This data is from the Open Reaction Database (ORD), a public repository of structured organic reaction records. The task is: describe an organic reaction: reactants, conditions, products, and yield Starting materials: FC=1C=C(C=CC1)C1=NC=C(C=N1)C(=O)Cl (2-(3-fluoro-phenyl)-pyrimidine-5-carboxylic acid chloride), N1(C=CC=2C1=NC=CC2)N (pyrrolo[2,3-b]pyridin-1-ylamine), C(=O)([O-])[O-].[K+].[K+] (K2CO3). The solvent is CCOC(=O)C (EtOAc), CCOC(=O)C (EtOAc), O (H2O). Conditions: time 8 hour. Product: N1(C=CC=2C1=NC=CC2)NC(=O)C=2C=NC(=NC2)C2=CC(=CC=C2)F (2-(3-fluoro-phenyl)-pyrimidine-5-carboxylic acid pyrrolo[2,3-b]pyridin-1-ylamide). Yield: 81.0%. As a reaction SMILES: [F:1][C:2]1[CH:3]=[C:4]([C:8]2[N:13]=[CH:12][C:11]([C:14](Cl)=[O:15])=[CH:10][N:9]=2)[CH:5]=[CH:6][CH:7]=1.[N:17]1([NH2:26])[C:21]2=[N:22][CH:23]=[CH:24][CH:25]=[C:20]2[CH:19]=[CH:18]1.C([O-])([O-])=O.[K+].[K+]>CCOC(C)=O.O>[N:17]1([NH:26][C:14]([C:11]2[CH:10]=[N:9][C:8]([C:4]3[CH:5]=[CH:6][CH:7]=[C:2]([F:1])[CH:3]=3)=[N:13][CH:12]=2)=[O:15])[C:21]2=[N:22][CH:23]=[CH:24][CH:25]=[C:20]2[CH:19]=[CH:18]1 |f:2.3.4|. Procedure details: A solution of 2-(3-fluoro-phenyl)-pyrimidine-5-carboxylic acid chloride (1.13 mmol) in EtOAc (20 mL) is added to a stirred solution of pyrrolo[2,3-b]pyridin-1-ylamine (1.13 mmol) and K2CO3 (1.13 mmol) in EtOAc (10 mL) and H2O (20 mL) at rt and the reaction mixture is stirred at rt overnight. EtOAc is evaporated in vacuo, and the resulting solid is collected by filtration to afford 2-(3-fluoro-phenyl)-pyrimidine-5-carboxylic acid pyrrolo[2,3-b]pyridin-1-ylamide (305 mg, 81%) as a solid. MS: 334 (... The reactants are BrN1C(CCC1=O)=O (N-Bromosuccinimide), CC1=CC(=CC=2C=COC21)N2N=NN=C2 (1-(7-methyl-benzofuran-5-yl)-1H-tetrazole), azoisobutyronitrile. Reagents/catalysts: [W] (tungsten). Solvent: C(Cl)(Cl)(Cl)Cl (carbon tetrachloride). Run at time 16 hour. Yields the product N1(N=NN=C1)C=1C=C(C2=C(C=CO2)C1)C=O (5-Tetrazol-1-yl-benzofuran-7-carbaldehyde). As a reaction SMILES: BrN1C(=[O:7])CCC1=O.[CH3:9][C:10]1[C:18]2[O:17][CH:16]=[CH:15][C:14]=2[CH:13]=[C:12]([N:19]2[CH:23]=[N:22][N:21]=[N:20]2)[CH:11]=1>C(Cl)(Cl)(Cl)Cl.[W]>[N:19]1([C:12]2[CH:11]=[C:10]([CH:9]=[O:7])[C:18]3[O:17][CH:16]=[CH:15][C:14]=3[CH:13]=2)[CH:23]=[N:22][N:21]=[N:20]1. Reported procedure: N-Bromosuccinimide (180 mg) was added to a hot solution of 1-(7-methyl-benzofuran-5-yl)-1H-tetrazole and azoisobutyronitrile (35 mg) in carbon tetrachloride (10 ml) and the mixture heated at reflux whilst irradiating with a 60 W tungsten lamp for 4 hours. The mixture was evaporated in vacuo, the solid residue dissolved in acetonitrile (5 ml) then added dropwise to a solution of N-methyl morpholine-N-oxide (0.2 g) in acetonitrile (10 ml) containing 4 Å sieves. The reaction mixture was stirred for... The reactants are BrB(Br)Br, CCOC(=O)CC1CCCc2cc(OC)ccc21, ClCCl. Yields the product CCOC(=O)CC1CCCc2cc(O)ccc21. As a reaction SMILES: [B:19]([Br:20])([Br:21])[Br:22].[CH3:1][O:2][c:3]1[cH:4][c:5]2[c:10]([cH:11][cH:12]1)[CH:9]([CH2:13][C:14](=[O:15])[O:16][CH2:17][CH3:18])[CH2:8][CH2:7][CH2:6]2.[Cl:23][CH2:24][Cl:25]>>[OH:2][c:3]1[cH:4][c:5]2[c:10]([cH:11][cH:12]1)[CH:9]([CH2:13][C:14](=[O:15])[O:16][CH2:17][CH3:18])[CH2:8][CH2:7][CH2:6]2. Reactants: C(O)([O-])=O.[Na+] (sodium hydrogen carbonate), CC1(C(CCC2(C3=CC=CC(=C3CCC12)OC)C)=O)CO (1,4a-dimethyl-1-hydroxymethyl-8-methoxy-3,4,4a,9,10,10a-hexahydro-2(1H)-phenanthrenone), solution, B(Br)(Br)Br (boron tribromide). Solvent: ClCCl (dichloromethane), CCCCCC (n-hexane). Run at temperature 0 celsius, time 1.5 hour. The product is OCC1(C(CCC2(C=3C(C=CC(C3CCC12)=O)=O)C)=O)C (8-hydroxymethyl-4b,8-dimethyl-5,6,8,8a,9,10-hexahydro-1,4,7(4bH)-phenanthrenetrione). RXN SMILES: [CH3:1][C:2]1([CH2:20][OH:21])[CH:15]2[C:6]([CH3:18])([C:7]3[C:12]([CH2:13][CH2:14]2)=[C:11]([O:16]C)[CH:10]=[CH:9][CH:8]=3)[CH2:5][CH2:4][C:3]1=[O:19].B(Br)(Br)Br.C(=O)([O-])[OH:27].[Na+]>ClCCl.CCCCCC>[OH:21][CH2:20][C:2]1([CH3:1])[CH:15]2[C:6]([CH3:18])([C:7]3[C:8](=[O:27])[CH:9]=[CH:10][C:11](=[O:16])[C:12]=3[CH2:13][CH2:14]2)[CH2:5][CH2:4][C:3]1=[O:19] |f:2.3|. Reported procedure: In 4 ml of dichloromethane was dissolved 150 mg of the compound obtained in Example 8, and under ice-cooling, 1.2 ml of a solution (1.0M) of boron tribromide in n-hexane was added. The mixture was stirred at 0° C. for 1.5 hours, and then it was diluted with saturated aqueous sodium hydrogen carbonate solution and extracted with ethyl acetate. The organic layer was washed with saturated aqueous sodium chloride solution, dried over magnesium sulfate, and concentrated. In 10 ml of ethanol was disso... Reactants: C(C)(C)(C)OC(NC1=C(C=C(C=C1)C1=C(C=CC=C1)F)N)=O ((3-amino-2′-fluoro-biphenyl-4-yl)-carbamic acid tert-butyl ester), C(C)(C)(C)OC(CC(C1=CC(=CC=C1)C=1C=NC=NC1)=O)=O (3-oxo-3-(3-pyrimidin-5-yl-phenyl)-propionic acid tert-butyl ester). The product is C(C)(C)(C)OC(NC1=C(C=C(C=C1)C1=C(C=CC=C1)F)NC(CC(C1=CC(=CC=C1)C=1C=NC=NC1)=O)=O)=O ({2′-Fluoro-3-[3-oxo-3-(3-pyrimidin-5-yl-phenyl)-propionylamino]-biphenyl-4-yl}-carbamic acid tert-butyl ester), oil. Yield: 80.0%. As a reaction SMILES: [C:1]([O:5][C:6](=[O:22])[NH:7][C:8]1[CH:13]=[CH:12][C:11]([C:14]2[CH:19]=[CH:18][CH:17]=[CH:16][C:15]=2[F:20])=[CH:10][C:9]=1[NH2:21])([CH3:4])([CH3:3])[CH3:2].C([O:27][C:28](=O)[CH2:29][C:30](=[O:43])[C:31]1[CH:36]=[CH:35][CH:34]=[C:33]([C:37]2[CH:38]=[N:39][CH:40]=[N:41][CH:42]=2)[CH:32]=1)(C)(C)C>>[C:1]([O:5][C:6](=[O:22])[NH:7][C:8]1[CH:13]=[CH:12][C:11]([C:14]2[CH:19]=[CH:18][CH:17]=[CH:16][C:15]=2[F:20])=[CH:10][C:9]=1[NH:21][C:28](=[O:27])[CH2:29][C:30](=[O:43])[C:31]1[CH:36]=[CH:35][CH:34]=[C:33]([C:37]2[CH:42]=[N:41][CH:40]=[N:39][CH:38]=2)[CH:32]=1)([CH3:4])([CH3:2])[CH3:3]. Procedure details: The title compound was prepared from (3-amino-2′-fluoro-biphenyl-4-yl)-carbamic acid tert-butyl ester [CAS 335255-65-7] (302 mg, 1.0 mmol) and 3-oxo-3-(3-pyrimidin-5-yl-phenyl)-propionic acid tert-butyl ester (Example K13) (298 mg, 1.0 mmol) according to the general procedure M. Obtained as a light yellow oil (420 mg, 80%).